Dataset: the Open Reaction Database (ORD), a public repository of structured organic reaction records. Task: describe an organic reaction: reactants, conditions, products, and yield The reactants are N(C(=N)N)C=1SC=C(N1)CCCCNC(=S)NC (2-guanidino-4-[4-(3-methylthioureido)butyl]thiazole), C(\C=C/C(=O)O)(=O)O (maleic acid), CI (methyl iodide), hydrogen maleate salt. Run in C(C)O (ethanol). Yields the product I.C(\C=C/C(=O)O)(=O)O.N(C(=N)N)C=1SC=C(N1)CC(CC)NC(SC)=NC (2-guanidino-4-[2-(2,3-dimethylisothioureido)butyl]thiazole hydrogen maleate hydriodide). As a reaction SMILES: [NH:1]([C:5]1[S:6][CH:7]=[C:8]([CH2:10][CH2:11][CH2:12][CH2:13]NC(NC)=S)[N:9]=1)[C:2]([NH2:4])=[NH:3].[C:19]([OH:26])(=[O:25])/[CH:20]=[CH:21]\[C:22]([OH:24])=[O:23].C[I:28]>C(O)C>[IH:28].[C:19]([OH:26])(=[O:25])/[CH:20]=[CH:21]\[C:22]([OH:24])=[O:23].[NH:1]([C:5]1[S:6][CH:7]=[C:8]([CH2:10][CH:11]([NH:9][C:5](=[N:1][CH3:2])[S:6][CH3:7])[CH2:12][CH3:13])[N:9]=1)[C:2]([NH2:4])=[NH:3] |f:4.5.6|. Procedure details: A solution of 2-guanidino-4-[4-(3-methylthioureido)butyl]thiazole in ethanol (15 ml.) is treated with the appropriate amount of maleic acid to give a solution containing 0.42 g. of the hydrogen maleate salt. This solution is treated with methyl iodide (0.17 g.) and the mixture heated under reflux for 1.5 hours. Concentration of the reaction mixture to 5 ml. and collection of the precipitated solid gives 2-guanidino-4-[2-(2,3-dimethylisothioureido)butyl]thiazole hydrogen maleate hydriodide. The reactants are CCCc1nc(CC)c(Br)c(=O)n1Cc1ccc(-c2ccccc2C#N)cc1, O=C([O-])[O-], C1COCCO1, COc1ccc(B(O)O)cc1, CCOC(C)=O, [Cs+], [Cs+]. RXN SMILES: [Br:1][c:2]1[c:3]([CH2:27][CH3:28])[n:4][c:5]([CH2:24][CH2:25][CH3:26])[n:6]([CH2:9][c:10]2[cH:11][cH:12][c:13](-[c:16]3[c:17]([C:22]#[N:23])[cH:18][cH:19][cH:20][cH:21]3)[cH:14][cH:15]2)[c:7]1=[O:8].[C:40](=[O:41])([O-:42])[O-:43].[CH2:46]1[O:47][CH2:48][CH2:49][O:50][CH2:51]1.[CH3:29][O:30][c:31]1[cH:32][cH:33][c:34]([B:37]([OH:38])[OH:39])[cH:35][cH:36]1.[CH3:52][CH2:53][O:54][C:55](=[O:56])[CH3:57].[Cs+:44].[Cs+:45]>>[c:2]1(-[c:34]2[cH:33][cH:32][c:31]([O:30][CH3:29])[cH:36][cH:35]2)[c:3]([CH2:27][CH3:28])[n:4][c:5]([CH2:24][CH2:25][CH3:26])[n:6]([CH2:9][c:10]2[cH:11][cH:12][c:13](-[c:16]3[c:17]([C:22]#[N:23])[cH:18][cH:19][cH:20][cH:21]3)[cH:14][cH:15]2)[c:7]1=[O:8]. Yields the product CCCc1nc(CC)c(-c2ccc(OC)cc2)c(=O)n1Cc1ccc(-c2ccccc2C#N)cc1. Yield: 43.2%. Reaction conditions: time 8 hour. Yields the product C(C)OC(=O)C1=NN(N=C1)C1CCN(CC1)C(=O)OC(C)(C)C (1,1-dimethylethyl 4-[4-(ethoxycarbonyl)-2H-1,2,3-triazol-2-yl]-1-piperidinecarboxylate). Reaction SMILES: O[CH:2]1[CH2:7][CH2:6][N:5]([C:8]([O:10][C:11]([CH3:14])([CH3:13])[CH3:12])=[O:9])[CH2:4][CH2:3]1.C1(P(C2C=CC=CC=2)C2C=CC=CC=2)C=CC=CC=1.N(C(OCC)=O)=NC(OCC)=O.[NH:46]1[CH:50]=[C:49]([C:51]([O:53][CH2:54][CH3:55])=[O:52])[N:48]=[N:47]1>O1CCCC1>[CH2:54]([O:53][C:51]([C:49]1[CH:50]=[N:46][N:47]([CH:2]2[CH2:7][CH2:6][N:5]([C:8]([O:10][C:11]([CH3:14])([CH3:13])[CH3:12])=[O:9])[CH2:4][CH2:3]2)[N:48]=1)=[O:52])[CH3:55]. The reactants are N1N=NC(=C1)C(=O)OCC (ethyl 1H-1,2,3-triazole-4-carboxylate), OC1CCN(CC1)C(=O)OC(C)(C)C (t-butyl 4-hydroxypiperidine-1-carboxylate), C1(=CC=CC=C1)P(C1=CC=CC=C1)C1=CC=CC=C1 (triphenylphosphine), N(=NC(=O)OCC)C(=O)OCC (diethyl azodicarboxylate). Procedure details: To a solution of t-butyl 4-hydroxypiperidine-1-carboxylate (0.43 g, 3.3 mmol) and triphenylphosphine (1.05 g, 4.0 mmol) in tetrahydrofuran (15 mL) at 0° C. was added dropwise diethyl azodicarboxylate (0.63 mL, 4.0 mmol). After 5 minutes ethyl 1H-1,2,3-triazole-4-carboxylate (0.43 g, 3.0 mmol, prepared according to D. R. Buckle, C. J. M. Rockell, J. Chem. Soc., Perkin Transaction 1 1982, 2, 627-630) was added in tetrahydrofuran (5 mL). The reaction mixture was stirred overnight at room temperatur... Solvent: O1CCCC1 (tetrahydrofuran), O1CCCC1 (tetrahydrofuran). Starting materials: CN(CCCC1=CNC2=CC=CC(=C12)OC=1C=C(C=CC1C(=O)OC)N1CCN(CC1)C(=O)OC(C)(C)C)C (tert-butyl 4-(3-(3-(3-(dimethylamino)propyl)-1H-indol-4-yloxy)-4-(methoxycarbonyl)phenyl)piperizine-1-carboxylate), FC(C(=O)O)(F)F (2,2,2-trifluoroacetic acid). The solvent is ClCCl (dichloromethane). Reaction conditions: time 2 hour. Product: CN(CCCC1=CNC2=CC=CC(=C12)OC1=C(C(=O)OC)C=CC(=C1)N1CCNCC1)C (methyl 2-(3-(3-(dimethylamino)propyl)-1H-indol-4-yloxy)-4-(piperazin-1-yl)benzoate). Reaction SMILES: [CH3:1][N:2]([CH3:39])[CH2:3][CH2:4][CH2:5][C:6]1[C:14]2[C:9](=[CH:10][CH:11]=[CH:12][C:13]=2[O:15][C:16]2[CH:17]=[C:18]([N:26]3[CH2:31][CH2:30][N:29](C(OC(C)(C)C)=O)[CH2:28][CH2:27]3)[CH:19]=[CH:20][C:21]=2[C:22]([O:24][CH3:25])=[O:23])[NH:8][CH:7]=1.FC(F)(F)C(O)=O>ClCCl>[CH3:39][N:2]([CH3:1])[CH2:3][CH2:4][CH2:5][C:6]1[C:14]2[C:9](=[CH:10][CH:11]=[CH:12][C:13]=2[O:15][C:16]2[CH:17]=[C:18]([N:26]3[CH2:31][CH2:30][NH:29][CH2:28][CH2:27]3)[CH:19]=[CH:20][C:21]=2[C:22]([O:24][CH3:25])=[O:23])[NH:8][CH:7]=1. Procedure: A solution of EXAMPLE 339F (484 mg) in dichloromethane (22 mL) was cooled in an ice bath and 2,2,2-trifluoroacetic acid (11 mL) was added. The reaction was stirred for 2 hours, concentrated and the crude product was chromatographed on silica gel with 7N-methanolic ammonia in methylene chloride. Starting materials: CON=C(C(=O)NC1[C@@H]2N(C(C(CS2)O)C(=O)O)C1=O)C(CBr)(OCC)OCC (7-(2-Methoxyimino-3,3-diethoxy-4-bromobutyramido)-3-hydroxycepham-4-carboxylic acid), C(C)(=O)OC(C)=O (acetic anhydride), C(C)(=O)[O-].[Na+] (sodium acetate). Run in C(C(C)C)C(=O)C (methyl isobutyl keton). Product: CON=C(C(=O)NC1[C@@H]2N(C(=CCS2)C(=O)O)C1=O)C(CBr)(OCC)OCC (7-(2-methoxyimino-3,3-diethoxy-4-bromobutyramido)-3-cephem-4-carboxylic acid). Isolated yield 69.7%. RXN SMILES: [CH3:1][O:2][N:3]=[C:4]([C:21]([O:27][CH2:28][CH3:29])([O:24][CH2:25][CH3:26])[CH2:22][Br:23])[C:5]([NH:7][CH:8]1[C:19](=[O:20])[N:10]2[CH:11]([C:16]([OH:18])=[O:17])[CH:12](O)[CH2:13][S:14][C@H:9]12)=[O:6].C(OC(=O)C)(=O)C.C([O-])(=O)C.[Na+]>C(C(C)=O)C(C)C>[CH3:1][O:2][N:3]=[C:4]([C:21]([O:27][CH2:28][CH3:29])([O:24][CH2:25][CH3:26])[CH2:22][Br:23])[C:5]([NH:7][CH:8]1[C:19](=[O:20])[N:10]2[C:11]([C:16]([OH:18])=[O:17])=[CH:12][CH2:13][S:14][C@H:9]12)=[O:6] |f:2.3|. Procedure: 7-(2-Methoxyimino-3,3-diethoxy-4-bromobutyramido)-3-hydroxycepham-4-carboxylic acid (syn isomer, 5 g), acetic anhydride (4.55 ml), sodium acetate (1.45 g), and methyl isobutyl keton (50 ml) were treated in a similar manner to that of Example 43 to give 7-(2-methoxyimino-3,3-diethoxy-4-bromobutyramido)-3-cephem-4-carboxylic acid (syn isomer, 3.36 g).